From a dataset of the Open Reaction Database (ORD), a public repository of structured organic reaction records. describe an organic reaction: reactants, conditions, products, and yield Reactants: OC(CNC(CO)(C)C)CC (N-(2'-hydroxybutyl)-2-amino-2-methyl-1-propanol), N (ammonia), [H][H] (Hydrogen). The reagents and catalysts are Ni Cu Cr. Product: CC1(NCC(NC1)CC)C (2,2-dimethyl-5-ethylpiperazine). Yield: 70.0%. Reaction SMILES: O[CH:2]([CH2:10][CH3:11])[CH2:3][NH:4][C:5]([CH3:9])([CH3:8])[CH2:6]O.[NH3:12].[H][H]>>[CH3:9][C:5]1([CH3:8])[CH2:6][NH:12][CH:2]([CH2:10][CH3:11])[CH2:3][NH:4]1. Reported procedure: In this example, another sample of 2,2-dimethyl-5-ethylpiperazine was prepared. Specifically, 150 cc of a Ni-Cu-Cr catalyst (1/8" diameter) was charged to a 0.815" ID tubular upward flow reactor. Two feeds, crude N-(2'-hydroxybutyl)-2-amino-2-methyl-1-propanol and ammonia were pumped through the catalyst bed at a rate of 0.30 lb/hr and 0.70 lb/hr, respectively. Hydrogen was also passed through the reactor at a rate of about 13 liters/hr. At 215° C. and 2200 psig, the products were collected. The...